This data is from the Open Reaction Database (ORD), a public repository of structured organic reaction records. The task is: describe an organic reaction: reactants, conditions, products, and yield The reactants are C1CCOC1, CN1C(=O)CCc2cc(OC3(Sc4ccccc4)CC3)ccc21, CCOC(C)=O, [Li+], [Li], O, [c-]1cccc2ccccc12, c1ccc2ccccc2c1. Product: CN1C(=O)CCc2cc(OC3CC3)ccc21. Reaction SMILES: [CH2:46]1[O:47][CH2:48][CH2:49][CH2:50]1.[CH3:23][N:24]1[C:25](=[O:45])[CH2:26][CH2:27][c:28]2[cH:29][c:30]([O:34][C:35]3([S:38][c:39]4[cH:40][cH:41][cH:42][cH:43][cH:44]4)[CH2:36][CH2:37]3)[cH:31][cH:32][c:33]21.[CH3:51][CH2:52][O:53][C:54](=[O:55])[CH3:56].[Li+:22].[Li:11].[OH2:57].[c-:12]1[c:13]2[c:14]([cH:15][cH:16][cH:17][cH:18]2)[cH:19][cH:20][cH:21]1.[cH:1]1[cH:2][c:3]2[c:4]([cH:5][cH:6][cH:7][cH:8]2)[cH:9][cH:10]1>>[CH3:23][N:24]1[C:25](=[O:45])[CH2:26][CH2:27][c:28]2[cH:29][c:30]([O:34][CH:35]3[CH2:36][CH2:37]3)[cH:31][cH:32][c:33]21. Reactants: F[B-](F)(F)F, CC(C)(C)[Si](C)(C)OC(CSC1C(=O)N(c2ccc(C#CCNS(C)(=O)=O)cc2)C1c1ccc(OCC(=O)O)cc1)c1ccc(F)cc1, CN1CCOCC1, NCC(=O)NC(CC1CCCCC1)C(=O)O, CN(C)C=O, CN(C)C(On1nnc2ccccc21)=[N+](C)C. The product is CC(C)(C)[Si](C)(C)OC(CSC1C(=O)N(c2ccc(C#CCNS(C)(=O)=O)cc2)C1c1ccc(OCC(=O)NCC(=O)NC(CC2CCCCC2)C(=O)O)cc1)c1ccc(F)cc1. As a reaction SMILES: [B-:56]([F:57])([F:58])([F:59])[F:60].[C:1]([CH3:2])([CH3:3])([CH3:4])[Si:5]([O:6][CH:7]([CH2:8][S:9][CH:10]1[CH:11]([c:29]2[cH:30][cH:31][c:32]([O:33][CH2:34][C:35](=[O:36])[OH:37])[cH:38][cH:39]2)[N:12]([c:15]2[cH:16][cH:17][c:18]([C:21]#[C:22][CH2:23][NH:24][S:25](=[O:26])(=[O:27])[CH3:28])[cH:19][cH:20]2)[C:13]1=[O:14])[c:40]1[cH:41][cH:42][c:43]([F:46])[cH:44][cH:45]1)([CH3:47])[CH3:48].[CH3:49][N:50]1[CH2:51][CH2:52][O:53][CH2:54][CH2:55]1.[NH2:78][CH2:79][C:80](=[O:81])[NH:82][CH:83]([CH2:84][CH:85]1[CH2:86][CH2:87][CH2:88][CH2:89][CH2:90]1)[C:91](=[O:92])[OH:93].[O:94]=[CH:95][N:96]([CH3:97])[CH3:98].[n:61]1([O:62][C:63]([N:64]([CH3:65])[CH3:66])=[N+:67]([CH3:68])[CH3:69])[c:70]2[cH:71][cH:72][cH:73][cH:74][c:75]2[n:76][n:77]1>>[C:1]([CH3:2])([CH3:3])([CH3:4])[Si:5]([O:6][CH:7]([CH2:8][S:9][CH:10]1[CH:11]([c:29]2[cH:30][cH:31][c:32]([O:33][CH2:34][C:35](=[O:37])[NH:78][CH2:79][C:80](=[O:81])[NH:82][CH:83]([CH2:84][CH:85]3[CH2:86][CH2:87][CH2:88][CH2:89][CH2:90]3)[C:91](=[O:92])[OH:93])[cH:38][cH:39]2)[N:12]([c:15]2[cH:16][cH:17][c:18]([C:21]#[C:22][CH2:23][NH:24][S:25](=[O:26])(=[O:27])[CH3:28])[cH:19][cH:20]2)[C:13]1=[O:14])[c:40]1[cH:41][cH:42][c:43]([F:46])[cH:44][cH:45]1)([CH3:47])[CH3:48]. Starting materials: C(=O)(O)[O-].[Na+] (NaHCO3), C(C)C=1C(=NC(=C(N1)I)CC)N[C@@H]1CN(C[C@@H]1OCC)C(=O)OC (methyl (3R,4S)-3-[(3,6-diethyl-5-iodopyrazin-2-yl)amino]-4-ethoxypyrrolidine-1-carboxylate), COC1=C(C=C2CCCC2=C1)B(O)O (6-methoxy-2,3-dihydro-1H-inden-5-ylboronic acid), C(=O)([O-])[O-].[Na+].[Na+] (Na2CO3). Reagents/catalysts: C=1C=CC(=CC1)[P](C=2C=CC=CC2)(C=3C=CC=CC3)[Pd]([P](C=4C=CC=CC4)(C=5C=CC=CC5)C=6C=CC=CC6)([P](C=7C=CC=CC7)(C=8C=CC=CC8)C=9C=CC=CC9)[P](C=1C=CC=CC1)(C=1C=CC=CC1)C=1C=CC=CC1 (tetrakis(triphenylphosphine)palladium). Solvent: COCCOC (ethylene glycol dimethyl ether). Reaction conditions: temperature 80 celsius, time 18 hour. The product is C(C)C=1C(=NC(=C(N1)C=1C=C2CCCC2=CC1OC)CC)N[C@@H]1CN(C[C@@H]1OCC)C(=O)OC (methyl (3R,4S)-3-{[3,6-diethyl-5-(6-methoxy-2,3-dihydro-1H-inden-5-yl)pyrazin-2-yl]amino}-4-ethoxypyrrolidine-1-carboxylate). Yield: 92.8%. Reaction SMILES: [CH2:1]([C:3]1[C:4]([NH:12][C@H:13]2[C@@H:17]([O:18][CH2:19][CH3:20])[CH2:16][N:15]([C:21]([O:23][CH3:24])=[O:22])[CH2:14]2)=[N:5][C:6]([CH2:10][CH3:11])=[C:7](I)[N:8]=1)[CH3:2].[CH3:25][O:26][C:27]1[CH:35]=[C:34]2[C:30]([CH2:31][CH2:32][CH2:33]2)=[CH:29][C:28]=1B(O)O.C([O-])([O-])=O.[Na+].[Na+].C([O-])(O)=O.[Na+]>C1C=CC([P]([Pd]([P](C2C=CC=CC=2)(C2C=CC=CC=2)C2C=CC=CC=2)([P](C2C=CC=CC=2)(C2C=CC=CC=2)C2C=CC=CC=2)[P](C2C=CC=CC=2)(C2C=CC=CC=2)C2C=CC=CC=2)(C2C=CC=CC=2)C2C=CC=CC=2)=CC=1.COCCOC>[CH2:1]([C:3]1[C:4]([NH:12][C@H:13]2[C@@H:17]([O:18][CH2:19][CH3:20])[CH2:16][N:15]([C:21]([O:23][CH3:24])=[O:22])[CH2:14]2)=[N:5][C:6]([CH2:10][CH3:11])=[C:7]([C:28]2[CH:29]=[C:30]3[C:34](=[CH:35][C:27]=2[O:26][CH3:25])[CH2:33][CH2:32][CH2:31]3)[N:8]=1)[CH3:2] |f:2.3.4,5.6,^1:53,55,74,93|. Procedure: A 7 ml vial was charged with methyl (3R,4S)-3-[(3,6-diethyl-5-iodopyrazin-2-yl)amino]-4-ethoxypyrrolidine-1-carboxylate (100 mg), 6-methoxy-2,3-dihydro-1H-inden-5-ylboronic acid (82 mg) (Preparation 2), tetrakis(triphenylphosphine)palladium (20 mg), 2 M Na2CO3 (0.4 mL), and ethylene glycol dimethyl ether (1.6 mL). The reaction was stirred for 18 hours at 80° C. The reaction was poured into sat. aq. NaHCO3 and extracted with ethyl ether. The organic phases were combined, dried with MgSO4, filtere... Reaction SMILES: [Cl:1][C:2]1[CH:7]=[C:6]([CH2:8][O:9][C:10]2[CH:19]=[C:18]3[C:13]([C:14]([O:20]C4C=CC=CC=4)=[N:15][CH:16]=[N:17]3)=[CH:12][C:11]=2[O:27][CH3:28])[CH:5]=[CH:4][N:3]=1.Cl.C(=O)([O-])O.[Na+]>>[Cl:1][C:2]1[CH:7]=[C:6]([CH2:8][O:9][C:10]2[CH:19]=[C:18]3[C:13]([C:14](=[O:20])[NH:15][CH:16]=[N:17]3)=[CH:12][C:11]=2[O:27][CH3:28])[CH:5]=[CH:4][N:3]=1 |f:2.3|. The yield is 71.9%. Procedure details: A mixture of 7-((2-chloro-4-pyridyl)methoxy)-6-methoxy-4-phenoxyquinazoline (260 mg, 0.7 mmol) and 2M hydrochloric acid (15 ml) was heated at 85° C. for 2 hours. The mixture was allowed to cool and adjusted to pH6-7 with sodium hydrogen carbonate solution. The resulting precipitate was collected by filtration and dried to give 7-((2-chloro-4-pyridyl)methoxy)-6-methoxy-3,4-dihydroquinazolin-4-one (160 mg, 76%). Starting materials: ClC1=NC=CC(=C1)COC1=C(C=C2C(=NC=NC2=C1)OC1=CC=CC=C1)OC (7-((2-chloro-4-pyridyl)methoxy)-6-methoxy-4-phenoxyquinazoline), Cl (hydrochloric acid), C(O)([O-])=O.[Na+] (sodium hydrogen carbonate). Product: ClC1=NC=CC(=C1)COC1=C(C=C2C(NC=NC2=C1)=O)OC (7-((2-chloro-4-pyridyl)methoxy)-6-methoxy-3,4-dihydroquinazolin-4-one). Conditions: temperature 85 celsius. Reactants: CN1N=C(C=C1OC(F)F)C1=C(C=C(C=C1)Cl)F (1-methyl-5-difluoromethoxy-3-(2-fluoro-4-chlorophenyl)pyrazole), ClN1C(CCC1=O)=O (N-chlorosuc-cinimide), O (water). Run in CN(C=O)C (N,N-dimethylformamide). Yields the product CN1N=C(C(=C1OC(F)F)Cl)C1=C(C=C(C=C1)Cl)F (1-methyl-5-difluoromethoxy-4-chloro-3-(2-fluoro-4-chlorophenyl)pyrazole). Isolated yield 98.1%. As a reaction SMILES: [CH3:1][N:2]1[C:6]([O:7][CH:8]([F:10])[F:9])=[CH:5][C:4]([C:11]2[CH:16]=[CH:15][C:14]([Cl:17])=[CH:13][C:12]=2[F:18])=[N:3]1.[Cl:19]N1C(=O)CCC1=O.O>CN(C)C=O>[CH3:1][N:2]1[C:6]([O:7][CH:8]([F:9])[F:10])=[C:5]([Cl:19])[C:4]([C:11]2[CH:16]=[CH:15][C:14]([Cl:17])=[CH:13][C:12]=2[F:18])=[N:3]1. Reported procedure: A solution of 16.2 grams (0.059 mole) of 1-methyl-5-difluoromethoxy-3-(2-fluoro-4-chlorophenyl)pyrazole and 8.5 grams (0.064 mole) of N-chlorosuc-cinimide in about 500 mL of N,N-dimethylformamide was stirred at ambient temperature for about 18 hours. After this time the reaction mixture was poured into about 1600 mL of water and then extracted with two portions of diethyl ether. The combined extracts were washed with one portion of aqueous 10% lithium chloride and two portions of a saturated aqu... The reactants are FC1=NC(=NC(=N1)F)OC(F)(F)F (2,4-difluoro-6-trifluoromethoxy-1,3,5-triazine), FC1=NC(=NC(=N1)F)OC(Cl)(Cl)Cl (2,4-difluoro-6-trichloromethoxy-1,3,5-triazine), [Sb](F)(F)F (antimony trifluoride), [Sb](Cl)(Cl)(Cl)(Cl)Cl (antimony pentachloride). Reaction conditions: temperature 110 celsius. Product: ClC1=NC(=NC(N1OC(F)F)F)F (6-Chlorodifluoromethoxy-2,4-difluoro-1,3,5-triazine). Reaction SMILES: [F:1][C:2]1[N:7]=[C:6]([F:8])[N:5]=[C:4](OC(Cl)(Cl)Cl)[N:3]=1.[Sb](F)(F)F.[Sb](Cl)(Cl)(Cl)(Cl)[Cl:19].FC1N=C(F)N=C([O:32][C:33]([F:36])(F)[F:34])N=1>>[Cl:19][C:4]1[N:5]([O:32][CH:33]([F:36])[F:34])[CH:6]([F:8])[N:7]=[C:2]([F:1])[N:3]=1. Procedure details: 210 g (0.838 mol) of 2,4-difluoro-6-trichloromethoxy-1,3,5-triazine were added within 10 minutes to 110 g (0.615 mol) of antimony trifluoride while stirring at 110° C. After addition of 3/4 of 9.38 g (0.0313 mol) of antimony pentachloride, the mixture was heated to 145° C. and stirred for 1 hour. The remaining catalyst was added, and the mixture was stirred for a further 2 hours while a fraction boiling at 95°-105° C. was obtained through a 30 cm packed column: 20 g (11.8% of theory) of 2,4-difl... Reactants: CC(C)(C)NO, CCOc1ccccc1C=O, ClC(Cl)Cl. Yields the product CCOc1ccccc1C=[N+]([O-])C(C)(C)C. RXN SMILES: [C:12]([CH3:13])([CH3:14])([CH3:15])[NH:16][OH:17].[CH2:1]([CH3:2])[O:3][c:4]1[c:5]([CH:6]=[O:7])[cH:8][cH:9][cH:10][cH:11]1.[CH:18]([Cl:19])([Cl:20])[Cl:21]>>[CH2:1]([CH3:2])[O:3][c:4]1[c:5]([CH:6]=[N+:16]([C:12]([CH3:13])([CH3:14])[CH3:15])[O-:17])[cH:8][cH:9][cH:10][cH:11]1. Reactants: CI (Methyl iodide), O=C(C(=O)NC1=CC=C(C=C1)N1CCSCC1)C1=C(C=C2C=CC=CN12)C1=CC=CC=C1 (2-oxo-2-(2-phenyl-indolizin-3-yl)-N-(4-thiomorpholin-4-yl-phenyl)-acetamide). Run in C1CCOC1 (THF). Product: [I-].C[S+]1CCN(CC1)C1=CC=C(C=C1)NC(C(C1=C(C=C2C=CC=CN12)C1=CC=CC=C1)=O)=O (1-methyl-4-{4-[2-oxo-2-(2-phenyl-indolizin-3-yl)-acetylamino]-phenyl}-thiomorpholin-1-ium iodide). The yield is 46.7%. Reaction SMILES: [CH3:1][I:2].[O:3]=[C:4]([C:20]1[N:28]2[C:23]([CH:24]=[CH:25][CH:26]=[CH:27]2)=[CH:22][C:21]=1[C:29]1[CH:34]=[CH:33][CH:32]=[CH:31][CH:30]=1)[C:5]([NH:7][C:8]1[CH:13]=[CH:12][C:11]([N:14]2[CH2:19][CH2:18][S:17][CH2:16][CH2:15]2)=[CH:10][CH:9]=1)=[O:6]>C1COCC1>[I-:2].[CH3:1][S+:17]1[CH2:16][CH2:15][N:14]([C:11]2[CH:12]=[CH:13][C:8]([NH:7][C:5](=[O:6])[C:4](=[O:3])[C:20]3[N:28]4[C:23]([CH:24]=[CH:25][CH:26]=[CH:27]4)=[CH:22][C:21]=3[C:29]3[CH:30]=[CH:31][CH:32]=[CH:33][CH:34]=3)=[CH:9][CH:10]=2)[CH2:19][CH2:18]1 |f:3.4|. Procedure: Methyl iodide (1.6 g, 11.26 mmol) was added to a solution of 2-oxo-2-(2-phenyl-indolizin-3-yl)-N-(4-thiomorpholin-4-yl-phenyl)-acetamide (1 g, 2.2 mmol) in anhydrous THF (25 ml) and then heated to reflux for 8 hr. The reaction mixture was cooled and the resultant precipitate was filtered and washed with cold THF. The solid was dried at 40° C. yielding 1-methyl-4-{4-[2-oxo-2-(2-phenyl-indolizin-3-yl)-acetylamino]-phenyl}-thiomorpholin-1-ium iodide (600 mg, 58%).